The task is: describe an organic reaction: reactants, conditions, products, and yield. This data is from the Open Reaction Database (ORD), a public repository of structured organic reaction records. The solvent is C(C)(=O)OCC (ethyl acetate). The reactants are COC(C1=CC=C(C=C1)CBr)=O (4-bromomethyl-benzoic acid methyl ester), C1CCOC1 (THF), CC=1N=C(SC1CO)C1=CC=C(C=C1)C(F)(F)F ([4-methyl-2-(4-trifluoromethyl-phenyl)-thiazol-5-yl)-methanol), [H-].[Na+] (NaH), C1CCOC1 (THF). Reaction SMILES: [H-].[Na+].[CH3:3][C:4]1[N:5]=[C:6]([C:11]2[CH:16]=[CH:15][C:14]([C:17]([F:20])([F:19])[F:18])=[CH:13][CH:12]=2)[S:7][C:8]=1[CH2:9][OH:10].[CH3:21][O:22][C:23](=[O:32])[C:24]1[CH:29]=[CH:28][C:27](CBr)=[CH:26][CH:25]=1.[CH2:33]1COCC1>C(OCC)(=O)C>[CH3:21][O:22][C:23](=[O:32])[C:24]1[CH:25]=[CH:26][C:27]([CH:9]([C:8]2[S:7][C:6]([C:11]3[CH:12]=[CH:13][C:14]([C:17]([F:20])([F:18])[F:19])=[CH:15][CH:16]=3)=[N:5][C:4]=2[CH3:3])[O:10][CH3:33])=[CH:28][CH:29]=1 |f:0.1|. Reported procedure: Cool (−5° C.) a suspension of NaH (84 mg, 60% dispersion in mineral oil, 2.05 mmol) in THF (4 mL) and add a solution comprised of 2-([4-methyl-2-(4-trifluoromethyl-phenyl)-thiazol-5-yl)-methanol (546 mg, 2 mmol) and 4-bromomethyl-benzoic acid methyl ester (458 mg, 2 mmol) in THF (5 mL). Stir the resulting mixture for 5 min then the remove the cold bath and stir for an additional 3 hr. Quench the reaction with 1M HCl solution, dilute with ethyl acetate, wash with brine and dry over Mg SO4. Concen... Yields the product COC(C1=CC=C(C=C1)C(OC)C1=C(N=C(S1)C1=CC=C(C=C1)C(F)(F)F)C)=O (4-([4-Methyl-2-(4-trifluoromethyl-phenyl)-thiazol-5-yl)-methoxymethyl]-benzoic acid methyl ester). Run at temperature -5 celsius, time 5 minute.